From a dataset of the Open Reaction Database (ORD), a public repository of structured organic reaction records. describe an organic reaction: reactants, conditions, products, and yield Run in CO (methanol). The reactants are O=C1CN(CC2=C(N1)N=CC(=C2)\C=C\C(N2CC(C2)OCC=2SC=CC2)=O)C(=O)OCC(C)Cl ((E)-2-chloropropyl 2-oxo-7-(3-oxo-3-(3-(thiophen-2-ylmethoxy)azetidin-1-yl)prop-1-enyl)-2,3-dihydro-1H-pyrido[2,3-e][1,4]diazepine-4(5H)-carboxylate). As a reaction SMILES: [O:1]=[C:2]1[NH:8][C:7]2[N:9]=[CH:10][C:11](/[CH:13]=[CH:14]/[C:15](=[O:27])[N:16]3[CH2:19][CH:18]([O:20][CH2:21][C:22]4[S:23][CH:24]=[CH:25][CH:26]=4)[CH2:17]3)=[CH:12][C:6]=2[CH2:5][N:4](C(OCC(Cl)C)=O)[CH2:3]1>CO>[O:27]=[C:15]([N:16]1[CH2:19][CH:18]([O:20][CH2:21][C:22]2[S:23][CH:24]=[CH:25][CH:26]=2)[CH2:17]1)/[CH:14]=[CH:13]/[C:11]1[CH:10]=[N:9][C:7]2[NH:8][C:2](=[O:1])[CH2:3][NH:4][CH2:5][C:6]=2[CH:12]=1. The product is O=C(/C=C/C1=CC2=C(NC(CNC2)=O)N=C1)N1CC(C1)OCC=1SC=CC1 ((E)-7-(3-Oxo-3-(3-(thiophen-2-ylmethoxy)azetidin-1-yl)prop-1-enyl)-4,5-dihydro-1H-pyrido[2,3-e][1,4]diazepin-2(3H)-one), solid. The yield is 19.0%. Reported procedure: A solution of (E)-2-chloropropyl 2-oxo-7-(3-oxo-3-(3-(thiophen-2-ylmethoxy)azetidin-1-yl)prop-1-enyl)-2,3-dihydro-1H-pyrido[2,3-e][1,4]diazepine-4(5H)-carboxylate (75 mg, 0.15 mmol) in methanol (3 mL) was refluxed for 2 hours. After concentration to dryness, the residue was triturated in methanol. The title product was obtained as a white solid (75 mg, 19%). Yield: 99.9%. Product: BrCC#CCCCCCCCCCCCCCCC (1-bromooctadec-2-in). Reaction conditions: time 2 hour. The solvent is ClCCl (dichloromethane). Starting materials: C(Br)(Br)(Br)Br (carbontetrabromide), C1(=CC=CC=C1)P(C1=CC=CC=C1)C1=CC=CC=C1 (triphenylphosphine), C(C#CCCCCCCCCCCCCCCC)O (2-octadecyn-1-ol). Procedure: Thereto, 2-octadecyn-1-ol (510 mg) was dissolved in dichloromethane (20 mL) and carbontetrabromide (960 mg) and triphenylphosphine (660 mg) were added at 0° C., followed by stirring at room temperature for 2 hours. The reaction solution was concentrated under reduced pressure and the obtained residue was purified by silica gel column chromatography (hexane:ethyl acetate-99:1→95:5) to obtain the title compound (630 mg) having the following physical property values. As a reaction SMILES: [CH2:1](O)[C:2]#[C:3][CH2:4][CH2:5][CH2:6][CH2:7][CH2:8][CH2:9][CH2:10][CH2:11][CH2:12][CH2:13][CH2:14][CH2:15][CH2:16][CH2:17][CH3:18].C(Br)(Br)(Br)[Br:21].C1(P(C2C=CC=CC=2)C2C=CC=CC=2)C=CC=CC=1>ClCCl>[Br:21][CH2:1][C:2]#[C:3][CH2:4][CH2:5][CH2:6][CH2:7][CH2:8][CH2:9][CH2:10][CH2:11][CH2:12][CH2:13][CH2:14][CH2:15][CH2:16][CH2:17][CH3:18]. Reagents/catalysts: C=1C=CC(=CC1)[P](C=2C=CC=CC2)(C=3C=CC=CC3)[Pd]([P](C=4C=CC=CC4)(C=5C=CC=CC5)C=6C=CC=CC6)([P](C=7C=CC=CC7)(C=8C=CC=CC8)C=9C=CC=CC9)[P](C=1C=CC=CC1)(C=1C=CC=CC1)C=1C=CC=CC1 (tetrakis(triphenylphosphine)palladium). Yields the product COC1=C(C=CC=C1[N+](=O)[O-])C=1SC(=C(N1)C(=O)O)C (2-(2-methoxy-3-nitro-phenyl)-5-methyl-thiazole-4-carboxylic acid). The yield is 26.0%. RXN SMILES: [CH3:1][O:2][C:3]1[C:8]([N+:9]([O-:11])=[O:10])=[CH:7][CH:6]=[CH:5][C:4]=1B1OC(C)(C)C(C)(C)O1.Br[C:22]1[S:23][C:24]([CH3:30])=[C:25]([C:27]([OH:29])=[O:28])[N:26]=1.C(=O)([O-])[O-].[Na+].[Na+]>O1CCOCC1.C1C=CC([P]([Pd]([P](C2C=CC=CC=2)(C2C=CC=CC=2)C2C=CC=CC=2)([P](C2C=CC=CC=2)(C2C=CC=CC=2)C2C=CC=CC=2)[P](C2C=CC=CC=2)(C2C=CC=CC=2)C2C=CC=CC=2)(C2C=CC=CC=2)C2C=CC=CC=2)=CC=1>[CH3:1][O:2][C:3]1[C:8]([N+:9]([O-:11])=[O:10])=[CH:7][CH:6]=[CH:5][C:4]=1[C:22]1[S:23][C:24]([CH3:30])=[C:25]([C:27]([OH:29])=[O:28])[N:26]=1 |f:2.3.4,^1:46,48,67,86|. Reported procedure: 2-(2-Methoxy-3-nitro-phenyl)-4,4,5,5-tetramethyl-1,3,2-dioxaborolane 6a (1.7 g, 6.08 mmol), 2-bromo-5-methyl-thiazole-4-carboxylic acid (900 mg, 4.05 mmol), tetrakis(triphenylphosphine)palladium (233 mg, 0.2 mmol) and sodium carbonate (1.29 g, 12.16 mmol) were dissolved in 30 mL of 1,4-dioxane. The reaction mixture was heated to reflux for 4 hours. The reaction was monitored by TLC until the disappearance of the starting materials. The mixture was filtered and the filtrate was concentrated under... Solvent: O1CCOCC1 (1,4-dioxane). The reactants are COC1=C(C=CC=C1[N+](=O)[O-])B1OC(C(O1)(C)C)(C)C (2-(2-methoxy-3-nitro-phenyl)-4,4,5,5-tetramethyl-[1,3,2]dioxaborolane), BrC=1SC(=C(N1)C(=O)O)C (2-bromo-5-methyl-thiazole-4-carboxylic acid), C([O-])([O-])=O.[Na+].[Na+] (sodium carbonate). As a reaction SMILES: [Cl:3][c:4]1[c:5]([NH2:14])[cH:6][cH:7][c:8]([C:10]([F:11])([F:12])[F:13])[cH:9]1.[ClH:17].[I:1][Cl:2].[Na+:16].[OH-:15].[OH2:18]>>[I:1][c:6]1[c:5]([NH2:14])[c:4]([Cl:3])[cH:9][c:8]([C:10]([F:11])([F:12])[F:13])[cH:7]1. Reactants: Nc1ccc(C(F)(F)F)cc1Cl, Cl, ClI, [Na+], [OH-], O. The product is Nc1c(Cl)cc(C(F)(F)F)cc1I. Starting materials: CN1N=CC(=C1)CNCCCN (N-(1-methyl-4-pyrazolylmethyl)-trimethylenediamine), [N+](=O)([O-])C=C(SC)SC (1-nitro-2,2-bis(methylthio)ethylene). The solvent is C(C)O (ethanol). The product is CN1N=CC(=C1)CN1C(NCCC1)=C[N+](=O)[O-] (1-(1-methyl-4-pyrazolylmethyl)2-(nitromethylene)tetrahydropyrimidine). Isolated yield 70.1%. As a reaction SMILES: [CH3:1][N:2]1[CH:6]=[C:5]([CH2:7][NH:8][CH2:9][CH2:10][CH2:11][NH2:12])[CH:4]=[N:3]1.[N+:13]([CH:16]=[C:17](SC)SC)([O-:15])=[O:14]>C(O)C>[CH3:1][N:2]1[CH:6]=[C:5]([CH2:7][N:8]2[CH2:9][CH2:10][CH2:11][NH:12][C:17]2=[CH:16][N+:13]([O-:15])=[O:14])[CH:4]=[N:3]1. Reported procedure: A mixture of 16.8 g of N-(1-methyl-4-pyrazolylmethyl)-trimethylenediamine, 16.5 g of 1-nitro-2,2-bis(methylthio)ethylene and 200 ml of ethanol wash heated under reflux until the generation of methylmercaptan ceased. The mixture was cooled, and the precipitated crystals were collected by filtration. Washing with methanol gave 16.6 g of the desired 1-(1-methyl-4-pyrazolylmethyl)2-(nitromethylene)tetrahydropyrimidine as pale yellow crystals. Reactants: C(C)OC=1C=C(C=CC1OC(C)C)N(C1=CC=C(C#N)C=C1)CC=1SC=CN1 (4-((3-ethoxy-4-isopropoxyphenyl)(thiazol-2-yl)methylamino)benzonitrile), BrC1=NC=CC=C1 (2-bromopyridine). Yields the product C(C)OC=1C=C(C=CC1OC(C)C)N(C1=CC=C(C#N)C=C1)CC1=NC=CC=C1 (4-((3-ethoxy-4-isopropoxyphenyl)(pyridin-2-yl)methylamino)benzonitrile). As a reaction SMILES: [CH2:1]([O:3][C:4]1[CH:5]=[C:6]([N:14]([CH2:23][C:24]2S[CH:26]=[CH:27][N:28]=2)[C:15]2[CH:22]=[CH:21][C:18]([C:19]#[N:20])=[CH:17][CH:16]=2)[CH:7]=[CH:8][C:9]=1[O:10][CH:11]([CH3:13])[CH3:12])[CH3:2].Br[C:30]1[CH:35]=CC=CN=1>>[CH2:1]([O:3][C:4]1[CH:5]=[C:6]([N:14]([CH2:23][C:24]2[CH:35]=[CH:30][CH:26]=[CH:27][N:28]=2)[C:15]2[CH:22]=[CH:21][C:18]([C:19]#[N:20])=[CH:17][CH:16]=2)[CH:7]=[CH:8][C:9]=1[O:10][CH:11]([CH3:13])[CH3:12])[CH3:2]. Reported procedure: According to the procedure for Intermediate 2.1, 2-bromopyridine (100 mg, 0.633 mmol) afforded 177 mg of Intermediate 4.1. The reactants are [Br-], CCCC[N+](CCCC)(CCCC)CCCC, Fc1cccc2c(Cl)ccnc12, ClCCl, [N-]=[N+]=[N-], [Na+], O. Yields the product [N-]=[N+]=Nc1ccnc2c(F)cccc12. Reaction SMILES: [Br-:17].[CH2:18]([N+:19]([CH2:20][CH2:21][CH2:22][CH3:23])([CH2:24][CH2:25][CH2:26][CH3:27])[CH2:28][CH2:29][CH2:30][CH3:31])[CH2:32][CH2:33][CH3:34].[Cl:1][c:2]1[cH:3][cH:4][n:5][c:6]2[c:7]([F:12])[cH:8][cH:9][cH:10][c:11]12.[Cl:35][CH2:36][Cl:37].[N-:14]=[N+:15]=[N-:16].[Na+:13].[OH2:38]>>[c:2]1([N:14]=[N+:15]=[N-:16])[cH:3][cH:4][n:5][c:6]2[c:7]([F:12])[cH:8][cH:9][cH:10][c:11]12.